From a dataset of the Open Reaction Database (ORD), a public repository of structured organic reaction records. describe an organic reaction: reactants, conditions, products, and yield Product: OC(c1ccc(C(F)(F)F)cc1)(c1ccc(C(F)(F)F)cc1)C1CCN(Cc2ccc(OCC3CC3)cc2)CC1. Starting materials: O=C([O-])O, CS(C)=O, ClCc1ccc(OCC2CC2)cc1, OC(c1ccc(C(F)(F)F)cc1)(c1ccc(C(F)(F)F)cc1)C1CCNCC1, [Na+]. Reaction SMILES: [C:42](=[O:43])([OH:44])[O-:45].[CH3:47][S:48](=[O:49])[CH3:50].[CH:29]1([CH2:32][O:33][c:34]2[cH:35][cH:36][c:37]([CH2:40][Cl:41])[cH:38][cH:39]2)[CH2:30][CH2:31]1.[F:1][C:2]([c:3]1[cH:4][cH:5][c:6]([C:9]([CH:10]2[CH2:11][CH2:12][NH:13][CH2:14][CH2:15]2)([OH:16])[c:17]2[cH:18][cH:19][c:20]([C:23]([F:24])([F:25])[F:26])[cH:21][cH:22]2)[cH:7][cH:8]1)([F:27])[F:28].[Na+:46]>>[F:1][C:2]([c:3]1[cH:4][cH:5][c:6]([C:9]([CH:10]2[CH2:11][CH2:12][N:13]([CH2:40][c:37]3[cH:36][cH:35][c:34]([O:33][CH2:32][CH:29]4[CH2:30][CH2:31]4)[cH:39][cH:38]3)[CH2:14][CH2:15]2)([OH:16])[c:17]2[cH:18][cH:19][c:20]([C:23]([F:24])([F:25])[F:26])[cH:21][cH:22]2)[cH:7][cH:8]1)([F:27])[F:28]. Starting materials: FC1=CC=C(C(=O)OCC)C=C1 (Ethyl p-fluorobenzoate), O.NN (hydrazine hydrate). Run in CCOCC (ether). Yields the product FC1=CC=C(C(=O)NN)C=C1 (p-fluorobenzoic acid hydrazide). As a reaction SMILES: [F:1][C:2]1[CH:12]=[CH:11][C:5]([C:6](OCC)=[O:7])=[CH:4][CH:3]=1.O.[NH2:14][NH2:15]>CCOCC>[F:1][C:2]1[CH:12]=[CH:11][C:5]([C:6]([NH:14][NH2:15])=[O:7])=[CH:4][CH:3]=1 |f:1.2|. Reported procedure: The p-fluorobenzoic acid hydrazide is prepared as follows. Ethyl p-fluorobenzoate (8.4 g) is refluxed with hydrazine hydrate (3.75 g) for 3 hours. The mixture is then cooled, ether is added and the precipitate of p-fluorobenzoic acid hydrazide (3.2 g) is removed by filtration, washed with ether and desiccated, m.p. 149°-151° C. The reactants are O=C([O-])[O-], CN1C(=O)CCC2(C)c3ccc(S)cc3CCC12, CN(C)C=O, CCOC(C)=O, Clc1nc(-c2ccccc2)cc2ccccc12, [K+], [K+]. Product: CN1C(=O)CCC2(C)c3ccc(Sc4nc(-c5ccccc5)cc5ccccc45)cc3CCC12. Reaction SMILES: [C:19](=[O:20])([O-:21])[O-:22].[CH3:1][N:2]1[C:3](=[O:18])[CH2:4][CH2:5][C:6]2([CH3:17])[c:7]3[c:8]([cH:12][c:13]([SH:16])[cH:14][cH:15]3)[CH2:9][CH2:10][CH:11]12.[CH3:42][N:43]([CH3:44])[CH:45]=[O:46].[CH3:47][CH2:48][O:49][C:50](=[O:51])[CH3:52].[Cl:25][c:26]1[n:27][c:28](-[c:36]2[cH:37][cH:38][cH:39][cH:40][cH:41]2)[cH:29][c:30]2[cH:31][cH:32][cH:33][cH:34][c:35]12.[K+:23].[K+:24]>>[CH3:1][N:2]1[C:3](=[O:18])[CH2:4][CH2:5][C:6]2([CH3:17])[c:7]3[c:8]([cH:12][c:13]([S:16][c:26]4[n:27][c:28](-[c:36]5[cH:37][cH:38][cH:39][cH:40][cH:41]5)[cH:29][c:30]5[cH:31][cH:32][cH:33][cH:34][c:35]45)[cH:14][cH:15]3)[CH2:9][CH2:10][CH:11]12. Starting materials: NCCCCCCNS(=O)(=O)C1=CC=CC2=CC=CC=C12 (naphthalene-1-sulfonic acid (6-amino-hexyl)-amide), ClC1=NC2=CC=CC=C2C(=N1)N (2-chloro-quinazolin-4-ylamine). The solvent is C(CC(C)C)O (isopentylalcohol). Product: NC1=NC(=NC2=CC=CC=C12)NCCCCCCNS(=O)(=O)C1=CC=CC2=CC=CC=C12 (naphthalene-1-sulfonic acid [6-(4-amino-quinazolin-2-ylamino)-hexyl]-amide). Reaction SMILES: [NH2:1][CH2:2][CH2:3][CH2:4][CH2:5][CH2:6][CH2:7][NH:8][S:9]([C:12]1[C:21]2[C:16](=[CH:17][CH:18]=[CH:19][CH:20]=2)[CH:15]=[CH:14][CH:13]=1)(=[O:11])=[O:10].Cl[C:23]1[N:32]=[C:31]([NH2:33])[C:30]2[C:25](=[CH:26][CH:27]=[CH:28][CH:29]=2)[N:24]=1>C(O)CC(C)C>[NH2:33][C:31]1[C:30]2[C:25](=[CH:26][CH:27]=[CH:28][CH:29]=2)[N:24]=[C:23]([NH:1][CH2:2][CH2:3][CH2:4][CH2:5][CH2:6][CH2:7][NH:8][S:9]([C:12]2[C:21]3[C:16](=[CH:17][CH:18]=[CH:19][CH:20]=3)[CH:15]=[CH:14][CH:13]=2)(=[O:11])=[O:10])[N:32]=1. Procedure: A solution of naphthalene-1-sulfonic acid (6-amino-hexyl)-amide (0.450 g) and 2-chloro-quinazolin-4-ylamine (see: U.S. Pat. No. 3,956,495) (0.264 g) in 20 ml of isopentylalcohol is heated up to 120° C. for 15 h. Concentration of the reaction mixture followed by chromatography on silica gel (B1) yields naphthalene-1-sulfonic acid [6-(4-amino-quinazolin-2-ylamino)-hexyl]-amide as a white powder, melting at 98-101° C. Rf(B1) 0.28, FAB-MS: (M+H)+=450. Analytical C26H29N5O2S+HCl+H2O+0.6 1,4 dioxane. ... Starting materials: CC(=O)OI1(C=2C=CC=CC2C(=O)O1)(OC(=O)C)OC(=O)C (Dess-Martin), OCC1=CC2=CC=CC=C2C2=C1OC1(C=N2)N(C2=CC=C(C=C2C1(C)C)OC)C (5'-hydroxymethyl-5-methoxy-1,3,3-trimethylspiro[indoline-2,3'-[3H]-naphtho[2,1-b][1,4]oxazine]). Product: C(=O)C1=CC2=CC=CC=C2C2=C1OC1(C=N2)N(C2=CC=C(C=C2C1(C)C)OC)C (5'-Formyl-5-methoxy-1,3,3-trimethylspiro[indoline-2,3'-[3H]-naphtho[2,1-b][1,4]oxazine]). Reaction SMILES: CC(OI1(OC(C)=O)(OC(C)=O)OC(=O)C2C=CC=CC1=2)=O.[OH:23][CH2:24][C:25]1[C:34]2[O:35][C:36]3([C:46]([CH3:48])([CH3:47])[C:45]4[C:40](=[CH:41][CH:42]=[C:43]([O:49][CH3:50])[CH:44]=4)[N:39]3[CH3:51])[CH:37]=[N:38][C:33]=2[C:32]2[C:27](=[CH:28][CH:29]=[CH:30][CH:31]=2)[CH:26]=1>>[CH:24]([C:25]1[C:34]2[O:35][C:36]3([C:46]([CH3:47])([CH3:48])[C:45]4[C:40](=[CH:41][CH:42]=[C:43]([O:49][CH3:50])[CH:44]=4)[N:39]3[CH3:51])[CH:37]=[N:38][C:33]=2[C:32]2[C:27](=[CH:28][CH:29]=[CH:30][CH:31]=2)[CH:26]=1)=[O:23]. Procedure details: This compound is prepared according to the method employed for Example 1, from 0.42 g (1 mmol) of Dess-Martin reactant and 0.39 g (1 mmol) of 5'-hydroxymethyl-5-methoxy-1,3,3-trimethylspiro[indoline-2,3'-[3H]-naphtho[2,1-b][1,4]oxazine].